This data is from the Open Reaction Database (ORD), a public repository of structured organic reaction records. The task is: describe an organic reaction: reactants, conditions, products, and yield Starting materials: F[B-](F)(F)F, CCN(C(C)C)C(C)C, CC(C)Oc1ccc(S(C)(=O)=O)cc1C(=O)O, CC(C)(C)OC(=O)N1CCNCC1, CN(C)C(On1nnc2ccccc21)=[N+](C)C. Yields the product CC(C)Oc1ccc(S(C)(=O)=O)cc1C(=O)N1CCN(C(=O)OC(C)(C)C)CC1. Reaction SMILES: [B-:31]([F:32])([F:33])([F:34])[F:35].[CH2:53]([N:54]([CH:55]([CH3:56])[CH3:57])[CH:58]([CH3:59])[CH3:60])[CH3:61].[CH:1]([CH3:2])([CH3:3])[O:4][c:5]1[c:6]([C:7](=[O:8])[OH:9])[cH:10][c:11]([S:14](=[O:15])(=[O:16])[CH3:17])[cH:12][cH:13]1.[N:18]1([C:24](=[O:25])[O:26][C:27]([CH3:28])([CH3:29])[CH3:30])[CH2:19][CH2:20][NH:21][CH2:22][CH2:23]1.[n:36]1([O:37][C:38]([N:39]([CH3:40])[CH3:41])=[N+:42]([CH3:43])[CH3:44])[c:45]2[cH:46][cH:47][cH:48][cH:49][c:50]2[n:51][n:52]1>>[CH:1]([CH3:2])([CH3:3])[O:4][c:5]1[c:6]([C:7](=[O:9])[N:21]2[CH2:20][CH2:19][N:18]([C:24](=[O:25])[O:26][C:27]([CH3:28])([CH3:29])[CH3:30])[CH2:23][CH2:22]2)[cH:10][c:11]([S:14](=[O:15])(=[O:16])[CH3:17])[cH:12][cH:13]1. Starting materials: CC(=O)O, ClC(Cl)Cl, ClCCCSc1ccc(Cl)cc1, O, OO. Yields the product O=S(=O)(CCCCl)c1ccc(Cl)cc1. Reaction SMILES: [CH3:20][C:21]([OH:22])=[O:23].[CH:16]([Cl:17])([Cl:18])[Cl:19].[Cl:1][c:2]1[cH:3][cH:4][c:5]([S:8][CH2:9][CH2:10][CH2:11][Cl:12])[cH:6][cH:7]1.[OH2:15].[OH:13][OH:14]>>[Cl:1][c:2]1[cH:3][cH:4][c:5]([S:8]([CH2:9][CH2:10][CH2:11][Cl:12])(=[O:15])=[O:22])[cH:6][cH:7]1. The reactants are Cc1ccc(S(=O)(=O)OCCC2CC2C2CCN(c3ncc(Cl)cn3)CC2)cc1, Nc1ccc2c(c1)CNC2=O, O, O=S1(=O)CCCC1. Yields the product O=C1NCc2cc(NCCC3CC3C3CCN(c4ncc(Cl)cn4)CC3)ccc21. RXN SMILES: [CH3:1][c:2]1[cH:3][cH:4][c:5]([S:6]([O:7][CH2:12][CH2:13][CH:14]2[CH:15]([CH:17]3[CH2:18][CH2:19][N:20]([c:23]4[n:24][cH:25][c:26]([Cl:29])[cH:27][n:28]4)[CH2:21][CH2:22]3)[CH2:16]2)(=[O:8])=[O:9])[cH:10][cH:11]1.[NH2:30][c:31]1[cH:32][c:33]2[c:37]([cH:38][cH:39]1)[C:36](=[O:40])[NH:35][CH2:34]2.[OH2:48].[S:41]1(=[O:46])(=[O:47])[CH2:42][CH2:43][CH2:44][CH2:45]1>>[CH2:12]([CH2:13][CH:14]1[CH:15]([CH:17]2[CH2:18][CH2:19][N:20]([c:23]3[n:24][cH:25][c:26]([Cl:29])[cH:27][n:28]3)[CH2:21][CH2:22]2)[CH2:16]1)[NH:30][c:31]1[cH:32][c:33]2[c:37]([cH:38][cH:39]1)[C:36](=[O:40])[NH:35][CH2:34]2. The reactants are C1(=CC=CC=C1)C1=CC=CC(=N1)CCC=O (3-(6-phenylpyridin-2-yl)propane aldehyde), C1(=CC=C2C=CC=CC=C12)C(C)N ([1-(azulen-1-yl)ethyl]amine), C(C)(=O)O[BH-](OC(C)=O)OC(C)=O.[Na+] (sodium triacetoxyborohydride), C(Cl)Cl (methylene chloride), [OH-].[Na+] (sodium hydroxide). Run at time 72 hour. Yields the product Cl.C1(=CC=C2C=CC=CC=C12)C(C)NCCCC1=NC(=CC=C1)C1=CC=CC=C1 ([1-(Azulen-1-yl)ethyl]-[3-(6-phenylpyridin-2-yl)propyl]amine hydrochloride). Reaction SMILES: [C:1]1([C:7]2[N:12]=[C:11]([CH2:13][CH2:14][CH:15]=O)[CH:10]=[CH:9][CH:8]=2)[CH:6]=[CH:5][CH:4]=[CH:3][CH:2]=1.[C:17]1([CH:27]([NH2:29])[CH3:28])[C:26]2[C:20]([CH:21]=[CH:22][CH:23]=[CH:24][CH:25]=2)=[CH:19][CH:18]=1.C(O[BH-](OC(=O)C)OC(=O)C)(=O)C.[Na+].[OH-].[Na+].C(Cl)[Cl:47]>>[ClH:47].[C:17]1([CH:27]([NH:29][CH2:15][CH2:14][CH2:13][C:11]2[CH:10]=[CH:9][CH:8]=[C:7]([C:1]3[CH:6]=[CH:5][CH:4]=[CH:3][CH:2]=3)[N:12]=2)[CH3:28])[C:26]2[C:20]([CH:21]=[CH:22][CH:23]=[CH:24][CH:25]=2)=[CH:19][CH:18]=1 |f:2.3,4.5,7.8|. Procedure: Dehydrated methylene chloride (2 mL) was added with 3-(6-phenylpyridin-2-yl)propane aldehyde (52.5 mg), [1-(azulen-1-yl)ethyl]amine (63.3 mg), and sodium triacetoxyborohydride (158.9 mg, Aldrich), and stirred at room temperature for 72 hours. The reaction mixture was added with 2 N sodium hydroxide, and extracted with chloroform. The organic layer was dried over sodium sulfate, and the solvent was evaporated under reduced pressure. The residue was purified by silica gel chromatography (chlorofor... Reactants: [Na] (sodium), C(C)(=O)O (acetic acid), C(C)OC(=O)C=1C(=NC(=NC1)C1=CC=CC=C1)NCC (4-ethylamino-2-phenyl-5-pyrimidine-carboxylic acid ethyl ester), C(C)C(C(=O)Cl)C(=O)Cl (ethyl malonyl chloride). Solvent: C(C)O (ethanol), O (water), C(C)OCC (diethyl ether). Product: C(C)OC(=O)C1=C(C2=C(N=C(N=C2)C2=CC=CC=C2)N(C1=O)CC)O (8-Ethyl-7,8-dihydro-5-hydroxy-7-oxo-2-phenylpyrido[2,3-d]pyrimidine-6-carboxylic acid ethyl ester). As a reaction SMILES: C(O[C:4]([C:6]1[C:7]([NH:18][CH2:19][CH3:20])=[N:8][C:9]([C:12]2[CH:17]=[CH:16][CH:15]=[CH:14][CH:13]=2)=[N:10][CH:11]=1)=[O:5])C.C([CH:23]([C:27](Cl)=[O:28])[C:24](Cl)=[O:25])C.[Na].[C:31](O)(=[O:33])[CH3:32]>C(OCC)C.C(O)C.O>[CH2:31]([O:33][C:27]([C:23]1[C:24](=[O:25])[N:18]([CH2:19][CH3:20])[C:7]2[N:8]=[C:9]([C:12]3[CH:13]=[CH:14][CH:15]=[CH:16][CH:17]=3)[N:10]=[CH:11][C:6]=2[C:4]=1[OH:5])=[O:28])[CH3:32] |^1:29|. Procedure: To 9.2 g. (0.034 mole) of 4-ethylamino-2-phenyl-5-pyrimidine-carboxylic acid ethyl ester in diethyl ether was added to 2.6 g. (0.017 mole) of ethyl malonyl chloride and then stirred 3 hours at room temperature. The reaction was then filtered and the filtrate stripped to dryness. This residue was dissolved in ethanol and added to a solution of 0.78 g. of sodium (0.034 mole) in ethanol and stirred at room temperature for 10 minutes. Acidification with acetic acid followed by the slow addition of w... The reactants are OC1=C(C(=C(C=2OC(C3C(C21)C=CCC3)C)C)C(CCC)(C)C3=CC=C(C=C3)F)C (1-Hydroxy-3-(4-fluorophenyl-1-methylbutyl)-trimethyl-6a,7,8,10a-tetrahydrodibenzo[b,d] pyran), Br.O1CCN(CC1)CCCC(=O)O (γ-morpholinobutyric acid hydrobromide), C1(CCCCC1)N=C=NC1CCCCC1 (dicyclohexylcarbodiimide). Solvent: C(Cl)Cl (methylene chloride). The product is Br.O1CCN(CC1)CCCC(=O)OC1=C(C(=C(C=2OC(C3C(C21)C=CCC3)C)C)C(CCC)(C)C3=CC=C(C=C3)F)C (1-[4-(Morpholino)butyryloxy]-3-(4-fluorophenyl-1-methylbutyl)-trimethyl-6a,7,8,10a-tetrahydrodibenzo [b,d]pyran hydrobromide). As a reaction SMILES: [OH:1][C:2]1[C:11]2[CH:10]3[CH:12]=[CH:13][CH2:14][CH2:15][CH:9]3[CH:8]([CH3:16])[O:7][C:6]=2[C:5]([CH3:17])=[C:4]([C:18]([C:23]2[CH:28]=[CH:27][C:26]([F:29])=[CH:25][CH:24]=2)([CH3:22])[CH2:19][CH2:20][CH3:21])[C:3]=1[CH3:30].[BrH:31].[O:32]1[CH2:37][CH2:36][N:35]([CH2:38][CH2:39][CH2:40][C:41](O)=[O:42])[CH2:34][CH2:33]1.C1(N=C=NC2CCCCC2)CCCCC1>C(Cl)Cl>[BrH:31].[O:32]1[CH2:37][CH2:36][N:35]([CH2:38][CH2:39][CH2:40][C:41]([O:1][C:2]2[C:11]3[CH:10]4[CH:12]=[CH:13][CH2:14][CH2:15][CH:9]4[CH:8]([CH3:16])[O:7][C:6]=3[C:5]([CH3:17])=[C:4]([C:18]([C:23]3[CH:24]=[CH:25][C:26]([F:29])=[CH:27][CH:28]=3)([CH3:22])[CH2:19][CH2:20][CH3:21])[C:3]=2[CH3:30])=[O:42])[CH2:34][CH2:33]1 |f:1.2,5.6|. Procedure details: 3.54 g. (11.27 mmole) of 1-Hydroxy-3-(4-fluorophenyl-1-methylbutyl)-trimethyl-6a,7,8,10a-tetrahydrodibenzo[b,d] pyran, 2.86 g. (11.27 mmole) of γ-morpholinobutyric acid hydrobromide and 2.50 g. (12.12 mole) of dicyclohexylcarbodiimide are combined in 200 ml. of methylene chloride and stirred at room temperature for 24 hours. The reaction mixture is cooled and the by-product of dicyclohexylurea is removed by filtration. The volume of methylene chloride is removed by filtration. The volume of meth...